From a dataset of the Open Reaction Database (ORD), a public repository of structured organic reaction records. describe an organic reaction: reactants, conditions, products, and yield Starting materials: CN1CCN(CC1)C(CCC(=O)O)=O (4-(4-methyl-1-piperazinyl)-4-oxobutanoic acid), Cl.C(C)N=C=NCCCN(C)C (1-ethyl-3-(3-dimethylaminopropyl)carbodiimide hydrochloride), C(#N)C=1C=CC(=C(C(=O)O[C@@]([C@@H](C)S[C@H]2CO[C@@H](OC2)\C=C\C=C\C2=C(C=C(C=C2)C#N)F)(CN2N=CN=C2)C2=C(C=C(C=C2)F)F)C1)CO ((1R,2R)-2-[[trans-2-[(1E,3E)-4-(4-cyano-2-fluorophenyl)-1,3-butadienyl]-1,3-dioxan-5-yl]thio]-1-(2,4-difluorophenyl)-1-[(1H-1,2,4-triazol-1-yl)methyl]propyl 5-cyano-2-(hydroxymethyl)benzoate). The reagents and catalysts are CN(C)C1=CC=NC=C1 (4-(N,N-dimethylamino)pyridine), CN(C)C1=CC=NC=C1 (4-(N,N-dimethylamino)pyridine). The solvent is ClCCl (dichloromethane), ClCCl (dichloromethane). Run at time 2 hour. Product: C(#N)C=1C=CC(=C(C(=O)O[C@@]([C@@H](C)S[C@H]2CO[C@@H](OC2)\C=C\C=C\C2=C(C=C(C=C2)C#N)F)(CN2N=CN=C2)C2=C(C=C(C=C2)F)F)C1)COC(CCC(=O)N1CCN(CC1)C)=O ((1R,2R)-2-[[trans-2-[(1E,3E)-4-(4-Cyano-2-fluorophenyl)-1,3-butadienyl]-1,3-dioxan-5-yl]thio]-1-(2,4-difluorophenyl)-1-[(1H-1,2,4-triazol-1-yl)methyl]propyl 5-cyano-2-[[4-(4-methyl-1-piperazinyl)-4-oxobutyryl]oxymethyl]benzoate). RXN SMILES: [C:1]([C:3]1[CH:4]=[CH:5][C:6]([CH2:49][OH:50])=[C:7]([CH:48]=1)[C:8]([O:10][C@:11]([C:40]1[CH:45]=[CH:44][C:43]([F:46])=[CH:42][C:41]=1[F:47])([CH2:34][N:35]1[CH:39]=[N:38][CH:37]=[N:36]1)[C@H:12]([S:14][C@@H:15]1[CH2:20][O:19][C@@H:18](/[CH:21]=[CH:22]/[CH:23]=[CH:24]/[C:25]2[CH:30]=[CH:29][C:28]([C:31]#[N:32])=[CH:27][C:26]=2[F:33])[O:17][CH2:16]1)[CH3:13])=[O:9])#[N:2].[CH3:51][N:52]1[CH2:57][CH2:56][N:55]([C:58](=[O:64])[CH2:59][CH2:60][C:61](O)=[O:62])[CH2:54][CH2:53]1.Cl.C(N=C=NCCCN(C)C)C>ClCCl.CN(C1C=CN=CC=1)C>[C:1]([C:3]1[CH:4]=[CH:5][C:6]([CH2:49][O:50][C:61](=[O:62])[CH2:60][CH2:59][C:58]([N:55]2[CH2:54][CH2:53][N:52]([CH3:51])[CH2:57][CH2:56]2)=[O:64])=[C:7]([CH:48]=1)[C:8]([O:10][C@:11]([C:40]1[CH:45]=[CH:44][C:43]([F:46])=[CH:42][C:41]=1[F:47])([CH2:34][N:35]1[CH:39]=[N:38][CH:37]=[N:36]1)[C@H:12]([S:14][C@@H:15]1[CH2:16][O:17][C@@H:18](/[CH:21]=[CH:22]/[CH:23]=[CH:24]/[C:25]2[CH:30]=[CH:29][C:28]([C:31]#[N:32])=[CH:27][C:26]=2[F:33])[O:19][CH2:20]1)[CH3:13])=[O:9])#[N:2] |f:2.3|. Procedure: A solution of (1R,2R)-2-[[trans-2-[(1E,3E)-4-(4-cyano-2-fluorophenyl)-1,3-butadienyl]-1,3-dioxan-5-yl]thio]-1-(2,4-difluorophenyl)-1-[(1H-1,2,4-triazol-1-yl)methyl]propyl 5-cyano-2-(hydroxymethyl)benzoate (1.38 g, 1.97 mmol) obtained from Example 33 in dichloromethane (40 ml) was cooled to 0° C., and 4-(N,N-dimethylamino)pyridine (481.3 mg, 3.94 mmol), 4-(4-methyl-1-piperazinyl)-4-oxobutanoic acid (described in Bioorg. Med. Chem., 8, 2693 (2000); 708.0 mg, 3.54 mmol), 1-ethyl-3-(3-dimethylaminop... Procedure: Under a nitrogen atmosphere in a round bottom flask, 5-ethyl-6-methoxy-2-methyl-nicotinic acid (500 mg, 2.56 mmol) is dissolved in dichloromethane (30 mL). O-(1,2-dihydro-2-oxo-1-pyridyl)-N,N,N′,N′-tetramethyluronium tetrafluoroborate (990 mg, 3.33 mmol) is added, followed by hydroxybenzotriazole hydrate (510 mg, 3.33 mmol). The resulting mixture is stirred at rt for 40 min to give a suspension, which is treated with formyl hydrazide (231 mg, 3.85 mmol) followed by N-ethyl-diisopropylamine (1.16... Isolated yield 59.4%. Reaction conditions: time 40 minute. Starting materials: formyl hydrazide, C(C)C=1C(=NC(=C(C(=O)O)C1)C)OC (5-ethyl-6-methoxy-2-methyl-nicotinic acid), F[B-](F)(F)F.O=C1N(C=CC=C1)OC(=[N+](C)C)N(C)C (O-(1,2-dihydro-2-oxo-1-pyridyl)-N,N,N′,N′-tetramethyluronium tetrafluoroborate), O.OC1=CC=CC=2NN=NC21 (hydroxybenzotriazole hydrate), C(C)N(C(C)C)C(C)C (N-ethyl-diisopropylamine). Product: C(=O)NNC(C1=C(N=C(C(=C1)CC)OC)C)=O (5-ethyl-6-methoxy-2-methyl-nicotinic acid N′-formylhydrazide). Reaction SMILES: [CH2:1]([C:3]1[C:4]([O:13][CH3:14])=[N:5][C:6]([CH3:12])=[C:7]([CH:11]=1)[C:8]([OH:10])=O)[CH3:2].F[B-](F)(F)F.[O:20]=[C:21]1C=CC=C[N:22]1OC(N(C)C)=[N+](C)C.O.OC1C2N=N[NH:42]C=2C=CC=1.C(N(C(C)C)C(C)C)C>ClCCl.O>[CH:21]([NH:22][NH:42][C:8](=[O:10])[C:7]1[CH:11]=[C:3]([CH2:1][CH3:2])[C:4]([O:13][CH3:14])=[N:5][C:6]=1[CH3:12])=[O:20] |f:1.2,3.4|. Run in O (water), ClCCl (dichloromethane). Reactants: C=O (HCHO), OC(=O)C(F)(F)F.FC=1C=C(C=CC1OC1=CC=NC2=CC(=C(C=C12)OC)OCC1CCNCC1)NC(=O)C=1C(N(C=CC1)C1=CC=C(C=C1)F)=O (N-(3-fluoro-4-(6-methoxy-7-(piperidin-4-ylmethoxy)quinolin-4-yloxy)phenyl)-1-(4-fluorophenyl)-2-oxo-1,2-dihydropyridine-3-carboxamide TFA salt), [BH-](OC(=O)C)(OC(=O)C)OC(=O)C.[Na+] (NaBH(OAc)3). Solvent: C(Cl)Cl (CH2Cl2). Conditions: time 6 hour. Product: FC=1C=C(C=CC1OC1=CC=NC2=CC(=C(C=C12)OC)OCC1CCN(CC1)C)NC(=O)C=1C(N(C=CC1)C1=CC=C(C=C1)F)=O (N-(3-Fluoro-4-(6-methoxy-7-((1-methylpiperidin-4-yl)methoxy)quinolin-4-yloxy)phenyl)-1-(4-fluorophenyl)-2-oxo-1,2-dihydropyridine-3-carboxamide), C(=O)(C(F)(F)F)O (TFA), solid. Yield: 50.0%. Reaction SMILES: [OH:1][C:2]([C:4]([F:7])([F:6])[F:5])=[O:3].[F:8][C:9]1[CH:10]=[C:11]([NH:36][C:37]([C:39]2[C:40](=[O:52])[N:41]([C:45]3[CH:50]=[CH:49][C:48]([F:51])=[CH:47][CH:46]=3)[CH:42]=[CH:43][CH:44]=2)=[O:38])[CH:12]=[CH:13][C:14]=1[O:15][C:16]1[C:25]2[C:20](=[CH:21][C:22]([O:28][CH2:29][CH:30]3[CH2:35][CH2:34][NH:33][CH2:32][CH2:31]3)=[C:23]([O:26][CH3:27])[CH:24]=2)[N:19]=[CH:18][CH:17]=1.[BH-](OC(C)=O)(OC(C)=O)OC(C)=O.[Na+].C=O>C(Cl)Cl>[F:8][C:9]1[CH:10]=[C:11]([NH:36][C:37]([C:39]2[C:40](=[O:52])[N:41]([C:45]3[CH:46]=[CH:47][C:48]([F:51])=[CH:49][CH:50]=3)[CH:42]=[CH:43][CH:44]=2)=[O:38])[CH:12]=[CH:13][C:14]=1[O:15][C:16]1[C:25]2[C:20](=[CH:21][C:22]([O:28][CH2:29][CH:30]3[CH2:35][CH2:34][N:33]([CH3:2])[CH2:32][CH2:31]3)=[C:23]([O:26][CH3:27])[CH:24]=2)[N:19]=[CH:18][CH:17]=1.[C:2]([OH:3])([C:4]([F:7])([F:6])[F:5])=[O:1] |f:0.1,2.3|. Procedure details: To a mixture of N-(3-fluoro-4-(6-methoxy-7-(piperidin-4-ylmethoxy)quinolin-4-yloxy)phenyl)-1-(4-fluorophenyl)-2-oxo-1,2-dihydropyridine-3-carboxamide TFA salt (22 mg, 0.030 mmol) and NaBH(OAc)3 (40 mg) in CH2Cl2 was added HCHO (0.1 mL of 33% solution) and the reaction mixture was stirred at rt for 6 h. Direct purification by preparative HPLC afforded the desired product as a white TFA salt solid (11 mg, 50%). 1H NMR (CDCl3) δ 12.16 (s, 1H), 8.77 (dd, 1H, J=7.7, 2.2 Hz), 8.55 (d, 1H, J=6.1 Hz), 8... The reactants are C(CCCC)C1CCC(CC1)C1=CC=C(C=C1)O (4-(4-pentylcyclohexyl)phenol), monoacrylate, ( h ), C1(=CC=CC=C1)C1=CC=C(C=C1)O (4-phenylphenol). Yields the product C(CCCC)[C@@H]1CC[C@H](CC1)C1=CC=C(C=C1)OCCCCCCOC(C=C)=O (1-pentyl-4-(4-(6-acryloyloxyhexyloxy)phenyl)trans-cyclohexane). RXN SMILES: C1([C:7]2[CH:12]=[CH:11][C:10]([OH:13])=[CH:9][CH:8]=2)C=CC=CC=1.[CH2:14]([CH:19]1[CH2:24][CH2:23][CH:22]([C:25]2[CH:30]=[CH:29][C:28]([OH:31])=[CH:27][CH:26]=2)[CH2:21][CH2:20]1)[CH2:15][CH2:16][CH2:17][CH3:18]>>[CH2:14]([C@H:19]1[CH2:20][CH2:21][C@H:22]([C:25]2[CH:26]=[CH:27][C:28]([O:31][CH2:11][CH2:12][CH2:7][CH2:8][CH2:9][CH2:10][O:13][C:10](=[O:13])[CH:9]=[CH2:8])=[CH:29][CH:30]=2)[CH2:23][CH2:24]1)[CH2:15][CH2:16][CH2:17][CH3:18]. Procedure: With the exception of replacing the 4-phenylphenol from the synthesis example 1 with 4-(4-pentylcyclohexyl)phenol, 19.4 g of a monoacrylate containing a group (h): 1-pentyl-4-(4-(6-acryloyloxyhexyloxy)phenyl)trans-cyclohexane was obtained in the same manner as the synthesis example 1. Hereafter this monoacrylate is abbreviated as (A-3). Starting materials: [Cl-], Cl, O=[N+]([O-])c1cccc([N+](=O)[O-])c1O, [NH4+], [NH4+], [OH-], O. The product is Nc1cccc([N+](=O)[O-])c1O. RXN SMILES: [Cl-:14].[ClH:18].[N+:1](=[O:2])([O-:3])[c:4]1[c:5]([OH:13])[c:6]([N+:10]([O-:11])=[O:12])[cH:7][cH:8][cH:9]1.[NH4+:15].[NH4+:16].[OH-:17].[OH2:19]>>[N+:1](=[O:2])([O-:3])[c:4]1[c:5]([OH:13])[c:6]([NH2:10])[cH:7][cH:8][cH:9]1. Reactants: C(C1=CC=CC=C1)NC[C@H]1COC2=C(O1)C=C(C=C2)[N+](=O)[O-] (N-benzyl-1-[(2S)-7-nitro-2,3-dihydro-1,4-benzodioxin-2-yl]methanamine), ClC1=CC=C(OCC#N)C=C1 ((4-chlorophenoxy)acetonitrile), aqueous solution, Cl (HCl), solid, CC(C)([O-])C.[K+] (potassium t-butoxide). The solvent is CN(C)C=O (DMF), CN(C)C=O (DMF). Conditions: time 30 minute. The product is C(C1=CC=CC=C1)NC[C@@H]1OC2=C(OC1)C=CC(=C2CC#N)[N+](=O)[O-] ({(3S)-3-[(benzylamino)methyl]-6-nitro-2,3-dihydro-1,4-benzodioxin-5-yl}acetonitrile). Yield: 90.2%. RXN SMILES: CC(C)([O-])C.[K+].[CH2:7]([NH:14][CH2:15][C@@H:16]1[O:21][C:20]2[CH:22]=[C:23]([N+:26]([O-:28])=[O:27])[CH:24]=[CH:25][C:19]=2[O:18][CH2:17]1)[C:8]1[CH:13]=[CH:12][CH:11]=[CH:10][CH:9]=1.ClC1C=CC(O[CH2:35][C:36]#[N:37])=CC=1.Cl>CN(C=O)C>[CH2:7]([NH:14][CH2:15][C@H:16]1[CH2:17][O:18][C:19]2[CH:25]=[CH:24][C:23]([N+:26]([O-:28])=[O:27])=[C:22]([CH2:35][C:36]#[N:37])[C:20]=2[O:21]1)[C:8]1[CH:13]=[CH:12][CH:11]=[CH:10][CH:9]=1 |f:0.1|. Procedure: A 250 mL round bottomed flask equipped with a magnetic stir bar is charged with solid 95% potassium t-butoxide (1.57 g, 13.5 mmol) and DMF (6.5 mL), and the suspension is stirred until all the solids are dissolved. A DMF (4.0 mL) solution containing N-benzyl-1-[(2S)-7-nitro-2,3-dihydro-1,4-benzodioxin-2-yl]methanamine (1.00 g, 3.3 mmol) and (4-chlorophenoxy)acetonitrile (1.12 g, 6.7 mmol) is added over 3 min. After 30 min, a 2 N aqueous solution of HCl is added until pH 1 is obtained (˜9 mL). Th... Starting materials: CCCCCOc1cc(C(Br)Br)c(Br)c2ccccc12, CC(=O)[O-], CC(=O)O, [Na+]. Yields the product CCCCCOc1cc(C=O)c(Br)c2ccccc12. Reaction SMILES: [Br:1][c:2]1[c:3]([CH:18]([Br:19])[Br:20])[cH:4][c:5]([O:12][CH2:13][CH2:14][CH2:15][CH2:16][CH3:17])[c:6]2[cH:7][cH:8][cH:9][cH:10][c:11]12.[CH3:22][C:23]([O-:24])=[O:25].[CH3:26][C:27](=[O:28])[OH:29].[Na+:21]>>[Br:1][c:2]1[c:3]([CH:18]=[O:24])[cH:4][c:5]([O:12][CH2:13][CH2:14][CH2:15][CH2:16][CH3:17])[c:6]2[cH:7][cH:8][cH:9][cH:10][c:11]12. Reactants: BrC=1N=C2C(=NC1)N(C=C2C=O)COCC[Si](C)(C)C (2-bromo-5-(2-trimethylsilanyl-ethoxymethyl)-5H-pyrrolo[2,3-b]pyrazine-7-carbaldehyde), ClC1=C2CNC(C2=CC=C1)=O (4-chloro-2,3-dihydro-isoindol-1-one), CNCCNC (N,N′-dimethylethylenediamine), C([O-])([O-])=O.[K+].[K+] (potassium carbonate). The reagents and catalysts are [Cu]I (Copper(I) iodide). Run in CCOC(=O)C (EtOAc). Conditions: temperature 100 celsius. Product: ClC1=C2CN(C(C2=CC=C1)=O)C=1N=C2C(=NC1)N(C=C2C=O)COCC[Si](C)(C)C (2-(4-chloro-1-oxo-1,3-dihydro-isoindol-2-yl)-5-(2-trimethylsilanyl-ethoxymethyl)-5H-pyrrolo[2,3-b]pyrazine-7-carbaldehyde). Isolated yield 19.6%. Reaction SMILES: Br[C:2]1[N:3]=[C:4]2[C:10]([CH:11]=[O:12])=[CH:9][N:8]([CH2:13][O:14][CH2:15][CH2:16][Si:17]([CH3:20])([CH3:19])[CH3:18])[C:5]2=[N:6][CH:7]=1.[Cl:21][C:22]1[CH:30]=[CH:29][CH:28]=[C:27]2[C:23]=1[CH2:24][NH:25][C:26]2=[O:31].CNCCNC.C(=O)([O-])[O-].[K+].[K+]>CCOC(C)=O.[Cu]I>[Cl:21][C:22]1[CH:30]=[CH:29][CH:28]=[C:27]2[C:23]=1[CH2:24][N:25]([C:2]1[N:3]=[C:4]3[C:10]([CH:11]=[O:12])=[CH:9][N:8]([CH2:13][O:14][CH2:15][CH2:16][Si:17]([CH3:20])([CH3:19])[CH3:18])[C:5]3=[N:6][CH:7]=1)[C:26]2=[O:31] |f:3.4.5|. Procedure details: A 10 mL flask was charged with 2-bromo-5-(2-trimethylsilanyl-ethoxymethyl)-5H-pyrrolo[2,3-b]pyrazine-7-carbaldehyde (700 mg, 1.96 mmol), 4-chloro-2,3-dihydro-isoindol-1-one (395 mg, 2.36 mmol), N,N′-dimethylethylenediamine (42 μL, 0.39 mmol) and potassium carbonate (543 mg, 3.93 mmol) under argon atmosphere. Copper(I) iodide (37 mg, 0.20 mmol) was added and the reaction mixture was heated at 100° C. for 24 h. The reaction mixture was allowed to reach room temperature and then diluted with EtOAc ...